This data is from the Open Reaction Database (ORD), a public repository of structured organic reaction records. The task is: describe an organic reaction: reactants, conditions, products, and yield Starting materials: Cl.BrC1=CC=C(C=C1)NN (4-bromophenylhydrazine, hydrochloride), C(C1=CC=CC=C1)CC(C)=O (benzylacetone). Run in C(C)O (ethanol). Yields the product C(C1=CC=CC=C1)C1=C(NC2=CC=C(C=C12)Br)C (3-Benzyl-5-bromo-2-methyl-1H-indole), product. The yield is 53.3%. As a reaction SMILES: Cl.[Br:2][C:3]1[CH:8]=[CH:7][C:6]([NH:9]N)=[CH:5][CH:4]=1.[CH2:11]([CH2:18][C:19](=O)[CH3:20])[C:12]1[CH:17]=[CH:16][CH:15]=[CH:14][CH:13]=1>C(O)C>[CH2:11]([C:18]1[C:7]2[C:6](=[CH:5][CH:4]=[C:3]([Br:2])[CH:8]=2)[NH:9][C:19]=1[CH3:20])[C:12]1[CH:17]=[CH:16][CH:15]=[CH:14][CH:13]=1 |f:0.1|. Procedure details: The desired product was prepared using a procedure similar to step 1 of example 3. Thus, 4-bromophenylhydrazine, hydrochloride (4.694 g, 21 mmol) was reacted with benzylacetone (2.964 g, 20 mmol) in ethanol (60 ml) to give the product (3.199 g, 10.657 mmol, 51%) as a tan solid, mp 130-134° C. 1H NMR (DMSO-d6) δ 2.36 (s, 3H), 3.95 (s, 2H), 7.05 (dd, J=1.8, 8.4 Hz, 1H), 7.12 (t, J=7.2 Hz, 1H), 7.17-7.20 (m, 3H), 7.23 (t, J=7.8 Hz, 2H), 7.43 (d, J=1.7 Hz, 1H), 11.01 (s, 1H); [ESI(−)], m/z 298/300 (...